This data is from the Open Reaction Database (ORD), a public repository of structured organic reaction records. The task is: describe an organic reaction: reactants, conditions, products, and yield The reactants are FC1=CC=C(C=C1)N1N=C(C(=C1)O)C(=O)OCC (Ethyl 1-(4-fluorophenyl)-4-hydroxy-pyrazole-3-carboxylate), BrCC1CC1 ((bromomethyl)cyclopropane). The product is C1(CC1)COC=1C(=NN(C1)C1=CC=C(C=C1)F)C(=O)OCC (ethyl 4-(cyclopropylmethoxy)-1-(4-fluorophenyl)pyrazole-3-carboxylate). RXN SMILES: [F:1][C:2]1[CH:7]=[CH:6][C:5]([N:8]2[CH:12]=[C:11]([OH:13])[C:10]([C:14]([O:16][CH2:17][CH3:18])=[O:15])=[N:9]2)=[CH:4][CH:3]=1.Br[CH2:20][CH:21]1[CH2:23][CH2:22]1>>[CH:21]1([CH2:20][O:13][C:11]2[C:10]([C:14]([O:16][CH2:17][CH3:18])=[O:15])=[N:9][N:8]([C:5]3[CH:4]=[CH:3][C:2]([F:1])=[CH:7][CH:6]=3)[CH:12]=2)[CH2:23][CH2:22]1. Reported procedure: F1 was prepared from D1 following the general procedure reported in Preparative Example 16 Step 2 using (bromomethyl)cyclopropane for the alkylation. MS (ES) C16H17FN2O3 requires: 304. Found: 305 (M+H)+ and 327 (M+Na).